From a dataset of the Open Reaction Database (ORD), a public repository of structured organic reaction records. describe an organic reaction: reactants, conditions, products, and yield The yield is 62.0%. Reported procedure: (2-fluoro-3-(trifluoromethyl)phenyl)(phenyl)(1-trityl-1H-imidazol-5-yl)methanol, (Intermediate 8) (2.02 g, 3.49 mmol) in dichloromethane (30 mL) was reacted with TFA: trifluoroacetic acid (5.3 mL, 68 mmol)) and triethylsilane (TES) (2.8 mL, 17 mmol) at room temperature for 24 hours. The mixture was evaporated under reduced pressure and quenched with solid NaHCO3. This material was subjected to an aqueous work-up and the residue was purified by chromatography on silica gel with 5% NH3-MeOH:CH2Cl2... Solvent: ClCCl (dichloromethane). As a reaction SMILES: [F:1][C:2]1[C:7]([C:8]([F:11])([F:10])[F:9])=[CH:6][CH:5]=[CH:4][C:3]=1[C:12]([C:38]1[CH:43]=[CH:42][CH:41]=[CH:40][CH:39]=1)([C:14]1[N:18](C(C2C=CC=CC=2)(C2C=CC=CC=2)C2C=CC=CC=2)[CH:17]=[N:16][CH:15]=1)O.C(O)(C(F)(F)F)=O.C([SiH](CC)CC)C>ClCCl>[F:1][C:2]1[C:7]([C:8]([F:9])([F:10])[F:11])=[CH:6][CH:5]=[CH:4][C:3]=1[CH:12]([C:38]1[CH:43]=[CH:42][CH:41]=[CH:40][CH:39]=1)[C:14]1[NH:18][CH:17]=[N:16][CH:15]=1. The reactants are FC(C(=O)O)(F)F (trifluoroacetic acid), C(C)[SiH](CC)CC (triethylsilane), FC1=C(C=CC=C1C(F)(F)F)C(O)(C1=CN=CN1C(C1=CC=CC=C1)(C1=CC=CC=C1)C1=CC=CC=C1)C1=CC=CC=C1 ((2-fluoro-3-(trifluoromethyl)phenyl)(phenyl)(1-trityl-1H-imidazol-5-yl)methanol), FC1=C(C=CC=C1C(F)(F)F)C(O)(C1=CN=CN1C(C1=CC=CC=C1)(C1=CC=CC=C1)C1=CC=CC=C1)C1=CC=CC=C1 ((2-fluoro-3-(trifluoromethyl)phenyl)(phenyl)(1-trityl-1H-imidazol-5-yl)methanol), C(=O)(C(F)(F)F)O (TFA). Yields the product FC1=C(C=CC=C1C(F)(F)F)C(C1=CN=CN1)C1=CC=CC=C1 (5-((2-fluoro-3-(trifluoromethyl)phenyl)(phenyl)methyl)-1H-imidazole). Reactants: ClCC(=O)NC1=C(C=C(C=C1C)C)Cl (2-Chloro-N-(2-chloro-4,6-dimethyl-phenyl)-acetamide), [I-].[K+] (potassium iodide), [N-]=[N+]=[N-].[Na+] (sodium azide), CN(C=O)C (dimethylformamide). Solvent: O (water). Reaction conditions: temperature 50 celsius. Product: N(=[N+]=[N-])CC(=O)NC1=C(C=C(C=C1C)C)Cl (2-Azido-N-(2-chloro-4,6-dimethyl-phenyl)-acetamide). As a reaction SMILES: Cl[CH2:2][C:3]([NH:5][C:6]1[C:11]([CH3:12])=[CH:10][C:9]([CH3:13])=[CH:8][C:7]=1[Cl:14])=[O:4].[I-].[K+].[N-:17]=[N+:18]=[N-:19].[Na+].CN(C)C=O>O>[N:17]([CH2:2][C:3]([NH:5][C:6]1[C:11]([CH3:12])=[CH:10][C:9]([CH3:13])=[CH:8][C:7]=1[Cl:14])=[O:4])=[N+:18]=[N-:19] |f:1.2,3.4|. Reported procedure: A mixture of 2-Chloro-N-(2-chloro-4,6-dimethyl-phenyl)-acetamide (0.100 g, 0.00043 mol), potassium iodide (0.0072 g, 0.00043 mol), sodium azide (0.056 g, 0.00086 mol), and anhydrous dimethylformamide (7 mL) was heated in a 50° C. oil bath for 4 h. Upon cooling to room temperature, the reaction mixture was cooled to 0° C., water (10 mL) was added, and the solid product was collected by suction filtration, washed several times with water, and placed in a vacuum oven set at low heat for 4 h. The dr... Reactants: COC(C1=C(C=C(C(=C1)I)COC=1C=NC=CC1)C1=C(C=CC=C1)C)=O (4-(3-pyridyloxymethyl)-5-iodo-2-(2-methylphenyl)benzoic acid methyl ester), N (NH3), Cl.COC([C@@H](N)CCSC)=O (methionine methyl ester hydrochloride), methyl ester. Yields the product N1=CC(=CC=C1)OCC1=CC(=C(C(=O)N[C@@H](CCSC)C(=O)O)C=C1I)C1=C(C=CC=C1)C (4-(3-Pyridyloxymethyl)-5-iodo-2-(2-methylphenyl)benzoyl Methionine). As a reaction SMILES: CO[C:3](=[O:26])[C:4]1[CH:9]=[C:8]([I:10])[C:7]([CH2:11][O:12][C:13]2[CH:14]=[N:15][CH:16]=[CH:17][CH:18]=2)=[CH:6][C:5]=1[C:19]1[CH:24]=[CH:23][CH:22]=[CH:21][C:20]=1[CH3:25].Cl.C[O:29][C:30](=[O:37])[C@H:31]([CH2:33][CH2:34][S:35][CH3:36])[NH2:32].N>>[N:15]1[CH:16]=[CH:17][CH:18]=[C:13]([O:12][CH2:11][C:7]2[C:8]([I:10])=[CH:9][C:4]([C:3]([NH:32][C@H:31]([C:30]([OH:37])=[O:29])[CH2:33][CH2:34][S:35][CH3:36])=[O:26])=[C:5]([C:19]3[CH:24]=[CH:23][CH:22]=[CH:21][C:20]=3[CH3:25])[CH:6]=2)[CH:14]=1 |f:1.2|. Procedure details: The desired compound was prepared by saponification of 4-(3-pyridyloxymethyl)-5-iodo-2-(2-methylphenyl)benzoic acid methyl ester, prepared as in Example 219G, followed by coupling with methionine methyl ester hydrochloride and saponification of the methyl ester as described above. 1H NMR (300 MHz, DMSO-d6) δ 12.68 (1H, bs), 8.45 (1H, d, J=9 Hz), 8.37 (1H, d, J=3 Hz), 8.20 (1H, d, J=4 Hz), 7.93 (1H, s), 7.48 (1H, m), 7.37 (2H, m), 7.30-7.00 (4H, m), 5.20 (2H, s), 4.22 (1H, m), 2.30-2.00 (5H, m), ... Starting materials: CCOC(=O)COc1cc(C)c(Cc2ccc(OCc3ccccc3)c(S(=O)(=O)c3ccc(F)cc3)c2)c(C)c1, CCO. The product is CCOC(=O)COc1cc(C)c(Cc2ccc(O)c(S(=O)(=O)c3ccc(F)cc3)c2)c(C)c1. RXN SMILES: [CH2:1]([c:2]1[cH:3][cH:4][cH:5][cH:6][cH:7]1)[O:8][c:9]1[c:10]([S:31](=[O:32])(=[O:33])[c:34]2[cH:35][cH:36][c:37]([F:40])[cH:38][cH:39]2)[cH:11][c:12]([CH2:13][c:14]2[c:15]([CH3:28])[cH:16][c:17]([O:18][CH2:19][C:20](=[O:21])[O:22][CH2:23][CH3:24])[cH:25][c:26]2[CH3:27])[cH:29][cH:30]1.[CH3:41][CH2:42][OH:43]>>[OH:8][c:9]1[c:10]([S:31](=[O:32])(=[O:33])[c:34]2[cH:35][cH:36][c:37]([F:40])[cH:38][cH:39]2)[cH:11][c:12]([CH2:13][c:14]2[c:15]([CH3:28])[cH:16][c:17]([O:18][CH2:19][C:20](=[O:21])[O:22][CH2:23][CH3:24])[cH:25][c:26]2[CH3:27])[cH:29][cH:30]1. The reactants are COC1=CC=CC=2N(C(NC21)=O)C (4-methoxy-1-methyl-1,3-dihydrobenzimidazol-2-one), P(=O)(Cl)(Cl)Cl (phosphorus oxychloride), ice water, N (ammonia). Reaction conditions: time 3 hour. The product is ClC1=NC2=C(N1C)C=CC=C2OC (2-chloro-4-methoxy-1-methyl-1H-benzimidazole). As a reaction SMILES: [CH3:1][O:2][C:3]1[C:11]2[NH:10][C:9](=O)[N:8]([CH3:13])[C:7]=2[CH:6]=[CH:5][CH:4]=1.N.P(Cl)(Cl)([Cl:17])=O>>[Cl:17][C:9]1[N:8]([CH3:13])[C:7]2[CH:6]=[CH:5][CH:4]=[C:3]([O:2][CH3:1])[C:11]=2[N:10]=1. Procedure details: 3.7 g 4-methoxy-1-methyl-1,3-dihydrobenzimidazol-2-one are suspended in 15 ml phosphorus oxychloride. The reaction mixture is stirred for 3 hours at reflux temperature, slowly combined with ice water and made alkaline with conc. ammonia. The precipitated product is suction filtered. 3.6 g product are obtained as a solid. M.p=118-119° C. Starting materials: COC1=CC=C(C=C1)CCCCCCCCO (8-(4-methoxyphenyl)octan-1-ol), C1(=CC=CC=C1)P(C1=CC=CC=C1)C1=CC=CC=C1 (triphenylphosphine), N1C=NC=C1 (imidazole), N1C=NC=C1 (imidazole), II (I2). Run in C1(=CC=CC=C1)C (toluene). Run at temperature 65 celsius. Yields the product ICCCCCCCCC1=CC=C(C=C1)OC (1-Iodo-8-(4-methoxyphenyl)octane). As a reaction SMILES: [CH3:1][O:2][C:3]1[CH:8]=[CH:7][C:6]([CH2:9][CH2:10][CH2:11][CH2:12][CH2:13][CH2:14][CH2:15][CH2:16]O)=[CH:5][CH:4]=1.C1(P(C2C=CC=CC=2)C2C=CC=CC=2)C=CC=CC=1.N1C=CN=C1.[I:42]I>C1(C)C=CC=CC=1>[I:42][CH2:16][CH2:15][CH2:14][CH2:13][CH2:12][CH2:11][CH2:10][CH2:9][C:6]1[CH:7]=[CH:8][C:3]([O:2][CH3:1])=[CH:4][CH:5]=1. Procedure: To a stirred solution of 8-(4-methoxyphenyl)octan-1-ol (12.3 g, 52 mmol) in dry toluene (200 mL) under an argon atmosphere was added triphenylphosphine (17.8 g, 67.6 mmol) and imidazole (10.6 g, 156 mmol). After the imidazole had dissolved, I2 (17.1 g, 67.6 mmol) was added. The reaction was then heated at 65° C. for 30 minutes. Upon cooling to room temperature the reaction was concentrated to 1/4 volume. The remaining solution was diluted with Et2O and washed with H2O and brine and dried (MgSO4)...